Dataset: the Open Reaction Database (ORD), a public repository of structured organic reaction records. Task: describe an organic reaction: reactants, conditions, products, and yield Starting materials: O=C1CCC(=O)N1Br, CCOC(C)=O, O=C(O)C(F)(F)F, CCOC(=O)c1cc(-c2ccccn2)on1. The product is CCOC(=O)c1noc(-c2ccccn2)c1Br. RXN SMILES: [Br:17][N:18]1[C:19](=[O:20])[CH2:21][CH2:22][C:23]1=[O:24].[CH3:32][CH2:33][O:34][C:35](=[O:36])[CH3:37].[OH:25][C:26]([C:27]([F:28])([F:29])[F:30])=[O:31].[n:1]1[c:2](-[c:7]2[cH:8][c:9]([C:12](=[O:13])[O:14][CH2:15][CH3:16])[n:10][o:11]2)[cH:3][cH:4][cH:5][cH:6]1>>[n:1]1[c:2](-[c:7]2[c:8]([Br:17])[c:9]([C:12](=[O:13])[O:14][CH2:15][CH3:16])[n:10][o:11]2)[cH:3][cH:4][cH:5][cH:6]1. The reagents and catalysts are [Pd+2] (palladium(II)). Starting materials: CC1(OB(OC1(C)C)C=1C=C(C=NC1)CN1CCOCC1)C (4-{[5-(4,4,5,5-tetramethyl-1,3,2-dioxaborolan-2-yl)-3-pyridinyl]methyl}morpholine), BrC=1C=C2C(=CNC2=C(C1)C(=O)N)C1CCN(CC1)S(=O)(=O)CC (5-bromo-3-[1-(ethylsulfonyl)-4-piperidinyl]-1H-indole-7-carboxamide), C([O-])([O-])=O.[K+].[K+] (potassium carbonate), C12(CCC(CC1)C2)PC21CCC(CC2)C1 (dinorbornylphosphine). Reported procedure: Following the general procedure of 5-(5-{[(cyclopropylmethyl)amino]methyl}-3-pyridinyl)-3-[1-(ethylsulfonyl)-4-piperidinyl]-1H-indole-7-carboxamide, 5-(4,4,5,5-tetramethyl-1,3,2-dioxaborolan-2-yl)-3-pyridinecarbaldehyde (30 mg, 0.129 mmol), morpholine (0.011 mL, 0.129 mmol), and NaCNBH3 (16 mg, 0.258 mmol) were reacted to give 28 mg of crude 4-{[5-(4,4,5,5-tetramethyl-1,3,2-dioxaborolan-2-yl)-3-pyridinyl]methyl}morpholine. The crude 4-{[5-(4,4,5,5-tetramethyl-1,3,2-dioxaborolan-2-yl)-3-pyridinyl... Isolated yield 43.0%. Product: C(C)S(=O)(=O)N1CCC(CC1)C1=CNC2=C(C=C(C=C12)C=1C=NC=C(C1)CN1CCOCC1)C(=O)N (3-[1-(ethylsulfonyl)-4-piperidinyl]-5-[5-(4-morpholinylmethyl)-3-pyridinyl]-1H-indole-7-carboxamide). Reaction SMILES: CC1(C)C(C)(C)OB([C:9]2[CH:10]=[C:11]([CH2:15][N:16]3[CH2:21][CH2:20][O:19][CH2:18][CH2:17]3)[CH:12]=[N:13][CH:14]=2)O1.Br[C:24]1[CH:25]=[C:26]2[C:30](=[C:31]([C:33]([NH2:35])=[O:34])[CH:32]=1)[NH:29][CH:28]=[C:27]2[CH:36]1[CH2:41][CH2:40][N:39]([S:42]([CH2:45][CH3:46])(=[O:44])=[O:43])[CH2:38][CH2:37]1.C(=O)([O-])[O-].[K+].[K+].C12(PC34CC(CC3)CC4)CC(CC1)CC2>[Pd+2]>[CH2:45]([S:42]([N:39]1[CH2:38][CH2:37][CH:36]([C:27]2[C:26]3[C:30](=[C:31]([C:33]([NH2:35])=[O:34])[CH:32]=[C:24]([C:9]4[CH:14]=[N:13][CH:12]=[C:11]([CH2:15][N:16]5[CH2:17][CH2:18][O:19][CH2:20][CH2:21]5)[CH:10]=4)[CH:25]=3)[NH:29][CH:28]=2)[CH2:41][CH2:40]1)(=[O:44])=[O:43])[CH3:46] |f:2.3.4|. Reactants: O=C1c2ccccc2C(=O)N1CC=CCBr, CCN(C(C)C)C(C)C, ClCCl, O=C(OCc1ccccc1)C(CCc1ccccc1)C[PH](=O)O. Yields the product O=C(OCc1ccccc1)C(CCc1ccccc1)CP(=O)(O)CC=CCN1C(=O)c2ccccc2C1=O. As a reaction SMILES: [Br:33][CH2:34][CH:35]=[CH:36][CH2:37][N:38]1[C:39](=[O:48])[c:40]2[c:41]([cH:44][cH:45][cH:46][cH:47]2)[C:42]1=[O:43].[CH:24]([N:25]([CH:26]([CH3:27])[CH3:28])[CH2:29][CH3:30])([CH3:31])[CH3:32].[Cl:49][CH2:50][Cl:51].[OH:1][PH:2](=[O:3])[CH2:4][CH:5]([C:6](=[O:7])[O:8][CH2:9][c:10]1[cH:11][cH:12][cH:13][cH:14][cH:15]1)[CH2:16][CH2:17][c:18]1[cH:19][cH:20][cH:21][cH:22][cH:23]1>>[OH:1][P:2](=[O:3])([CH2:4][CH:5]([C:6](=[O:7])[O:8][CH2:9][c:10]1[cH:11][cH:12][cH:13][cH:14][cH:15]1)[CH2:16][CH2:17][c:18]1[cH:19][cH:20][cH:21][cH:22][cH:23]1)[CH2:34][CH:35]=[CH:36][CH2:37][N:38]1[C:39](=[O:48])[c:40]2[c:41]([cH:44][cH:45][cH:46][cH:47]2)[C:42]1=[O:43]. Starting materials: C(C1=CC=CC=C1)=O (benzaldehyde), BrCBr (dibromomethane), [Cl-].[Al+3].[Cl-].[Cl-] (aluminum chloride), BrCl (bromine chloride), [Cl-].[Al+3].[Cl-].[Cl-] (aluminum chloride). The product is BrC=1C=C(C=O)C=CC1 (3-bromobenzaldehyde). RXN SMILES: [CH:1](=[O:8])[C:2]1[CH:7]=[CH:6][CH:5]=[CH:4][CH:3]=1.BrCl.[Cl-].[Al+3].[Cl-].[Cl-].[Br:15]CBr>>[Br:15][C:4]1[CH:3]=[C:2]([CH:7]=[CH:6][CH:5]=1)[CH:1]=[O:8] |f:2.3.4.5|. Procedure: A process which comprises reacting one molar proportion of benzaldehyde with about 0.9-1.2 molar proportions of bromine chloride in the presence of about 1.1-2.2 molar proportions of aluminum chloride and about 0.3-0.9 mol of dibromomethane per mol of aluminum chloride under substantially anhydrous conditions at a temperature in the range of about 40°-95° C. so as to form 3-bromobenzaldehyde, the components of the reaction mixture being combined by gradually adding the bromine chloride to a dibr... The reactants are C(CCC)C1=CC2=C(N=C3N(C2=O)C=C(C=C3)C#N)S1 (2-butyl-4-oxo-4H-pyrido[1,2-a]thieno[2,3-d]pyrimidine-7-carbonitrile), [N-]=[N+]=[N-].[Na+] (sodium azide), [Cl-].[NH4+] (ammonium chloride). Yield: 56.4%. Yields the product C(CCC)C1=CC2=C(N=C3N(C2=O)C=C(C=C3)C3=NN=NN3)S1 (2-butyl-7-(1H-tetrazol-5-yl)-4H-pyrido[1,2-a]thieno[2,3-d]pyrimidin-4-one). RXN SMILES: [CH2:1]([C:5]1[S:20][C:8]2[N:9]=[C:10]3[CH:17]=[CH:16][C:15]([C:18]#[N:19])=[CH:14][N:11]3[C:12](=[O:13])[C:7]=2[CH:6]=1)[CH2:2][CH2:3][CH3:4].[N-:21]=[N+:22]=[N-:23].[Na+].[Cl-].[NH4+]>CN(C)C=O>[CH2:1]([C:5]1[S:20][C:8]2[N:9]=[C:10]3[CH:17]=[CH:16][C:15]([C:18]4[NH:23][N:22]=[N:21][N:19]=4)=[CH:14][N:11]3[C:12](=[O:13])[C:7]=2[CH:6]=1)[CH2:2][CH2:3][CH3:4] |f:1.2,3.4|. Run in CN(C=O)C (dimethylformamide). Procedure details: From 7 g (0.025 mol) of 2-butyl-4-oxo-4H-pyrido[1,2-a]thieno[2,3-d]pyrimidine-7-carbonitrile (Example 30), 8.45 g (0.13 mol) of sodium azide and 6.95 g (0.13 mol) of ammonium chloride in 250 ml of dimethylformamide heated at 125°-128° C. under a nitrogen atmosphere, following the procedure of Example 34, there is obtained 4.6 g of 2-butyl-7-(1H-tetrazol-5-yl)-4H-pyrido[1,2-a]thieno[2,3-d]pyrimidin-4-one; mp 281° C. (dec) after recrystallization from dimethylformamide-methanol. Reactants: CC1CCN(C(=O)Cl)CC1, O=[N+]([O-])c1ccc2[nH]nc(O)c2c1, c1ccncc1. Yields the product CC1CCN(C(=O)Oc2n[nH]c3ccc([N+](=O)[O-])cc23)CC1. As a reaction SMILES: [CH3:14][CH:15]1[CH2:16][CH2:17][N:18]([C:21](=[O:22])[Cl:23])[CH2:19][CH2:20]1.[N+:1](=[O:2])([O-:3])[c:4]1[cH:5][c:6]2[c:7]([OH:13])[n:8][nH:9][c:10]2[cH:11][cH:12]1.[n:24]1[cH:25][cH:26][cH:27][cH:28][cH:29]1>>[N+:1](=[O:2])([O-:3])[c:4]1[cH:5][c:6]2[c:7]([O:13][C:21]([N:18]3[CH2:17][CH2:16][CH:15]([CH3:14])[CH2:20][CH2:19]3)=[O:22])[n:8][nH:9][c:10]2[cH:11][cH:12]1. The reactants are CC(C)C[Al+]CC(C)C, COCOc1ccc(C=CC(=O)OC)cc1[N+](=O)[O-], CO, Cc1ccccc1, [H-], O. Yields the product COCOc1ccc(C=CCO)cc1[N+](=O)[O-]. Reaction SMILES: [CH2:31]([Al+:32][CH2:33][CH:34]([CH3:35])[CH3:36])[CH:37]([CH3:38])[CH3:39].[CH3:1][O:2][CH2:3][O:4][c:5]1[c:6]([N+:17](=[O:18])[O-:19])[cH:7][c:8]([CH:9]=[CH:10][C:11](=[O:12])[O:13][CH3:14])[cH:15][cH:16]1.[CH3:20][OH:21].[CH3:23][c:24]1[cH:25][cH:26][cH:27][cH:28][cH:29]1.[H-:30].[OH2:22]>>[CH3:1][O:2][CH2:3][O:4][c:5]1[c:6]([N+:17](=[O:18])[O-:19])[cH:7][c:8]([CH:9]=[CH:10][CH2:11][OH:12])[cH:15][cH:16]1. Starting materials: C1(C=CC2=CC=CC=C12)[Li] (indenyllithium), solution, C(CCC)[Li] (n-butyllithium), C(F)(F)(F)S(=O)(=O)F (CF3SO2F), Li{flu-CH2—CH2—O}, C(F)(F)(F)S(=O)(=O)F (CF3SO2F), C1=CC=CC=2C3=CC=CC=C3C(C12)CCO (2-(9-fluorenyl)ethanol). The solvent is C(C)OCC (diethyl ether), CCCCCC (hexane), C1(=CC=CC=C1)C (toluene). Run at time 6 hour. The product is C1=CC=CC=2C3=CC=CC=C3C(C12)CCC1C=CC2=CC=CC=C12 (1-(9-fluorenyl)-2-(1-indenyl)ethane). Reaction SMILES: [CH:1]1[C:13]2[CH:12]([CH2:14][CH2:15]O)[C:11]3[C:6](=[CH:7][CH:8]=[CH:9][CH:10]=3)[C:5]=2[CH:4]=[CH:3][CH:2]=1.C([Li])CCC.C(S(F)(=O)=O)(F)(F)F.[CH:30]1([Li])[C:38]2[C:33](=[CH:34][CH:35]=[CH:36][CH:37]=2)[CH:32]=[CH:31]1>C1(C)C=CC=CC=1.CCCCCC.C(OCC)C>[CH:1]1[C:13]2[CH:12]([CH2:14][CH2:15][CH:30]3[C:38]4[C:33](=[CH:34][CH:35]=[CH:36][CH:37]=4)[CH:32]=[CH:31]3)[C:11]3[C:6](=[CH:7][CH:8]=[CH:9][CH:10]=3)[C:5]=2[CH:4]=[CH:3][CH:2]=1. Reported procedure: To a solution of 21.0 g 2-(9-fluorenyl)ethanol, in 495 mL toluene was added dropwise with stirring 40 mL of a 2.5M solution of n-butyllithium in hexane. The resulting solution of Li{flu-CH2—CH2—O} was cooled to below −25° C. Then, 16.7 g CF3SO2F was condensed into the reaction mixture. Tile temperature was allowed to rise to 25° C. and the reaction mixture was stirred for 6 h. Unreacted CF3SO2F was removed by pumping about 10 mL of liquid into a dry ice-cooled trap. To the solution of flu-CH2—CH... Reactants: C(=O)NC1CCC(C=2SC=CC21)=O (N-formyl-4,5,6,7-tetrahydro-7-oxobenzo[b]thiophen-4-amine), Cl.C(C)O (hydrochloric acid ethanol). Yields the product Cl.O=C1CCC(C2=C1SC=C2)N (4,5,6,7-tetrahydro-7-oxobenzo[b]thiophen-4-amine hydrochloride). RXN SMILES: C([NH:3][CH:4]1[C:12]2[CH:11]=[CH:10][S:9][C:8]=2[C:7](=[O:13])[CH2:6][CH2:5]1)=O.[ClH:14].C(O)C>>[ClH:14].[O:13]=[C:7]1[C:8]2[S:9][CH:10]=[CH:11][C:12]=2[CH:4]([NH2:3])[CH2:5][CH2:6]1 |f:1.2,3.4|. Reported procedure: In the manner described in Example 36, N-formyl-4,5,6,7-tetrahydro-7-oxobenzo[b]thiophen-4-amine is hydrolyzed with 2N hydrochloric acid/ethanol to afford 4,5,6,7-tetrahydro-7-oxobenzo[b]thiophen-4-amine hydrochloride, melting point 230° C. to 232° C. (dec.). Starting materials: [Al+3], CC(C)=Cc1cccc(C#N)c1, [H-], [H-], [H-], [H-], [Li+], [Na+], C1CCOC1, [OH-], O. The product is CC(C)=Cc1cccc(CN)c1. As a reaction SMILES: [Al+3:14].[CH3:1][C:2](=[CH:3][c:4]1[cH:5][c:6]([C:7]#[N:8])[cH:9][cH:10][cH:11]1)[CH3:12].[H-:13].[H-:16].[H-:17].[H-:18].[Li+:15].[Na+:21].[O:22]1[CH2:23][CH2:24][CH2:25][CH2:26]1.[OH-:20].[OH2:19]>>[CH3:1][C:2](=[CH:3][c:4]1[cH:5][c:6]([CH2:7][NH2:8])[cH:9][cH:10][cH:11]1)[CH3:12].